From a dataset of the Open Reaction Database (ORD), a public repository of structured organic reaction records. describe an organic reaction: reactants, conditions, products, and yield The reactants are COc1ccc2c(c1)C(C(=O)N(Cc1cn[nH]c1)c1ccc(C(C)C)cc1)CCC2, BrC1CCCC1, [H-], [Na+], CN(C)C=O. Yields the product COc1ccc2c(c1)C(C(=O)N(Cc1cnn(C3CCCC3)c1)c1ccc(C(C)C)cc1)CCC2. As a reaction SMILES: [CH:1]([CH3:2])([CH3:3])[c:4]1[cH:5][cH:6][c:7]([N:10]([C:11](=[O:12])[CH:13]2[CH2:14][CH2:15][CH2:16][c:17]3[cH:18][cH:19][c:20]([O:23][CH3:24])[cH:21][c:22]32)[CH2:25][c:26]2[cH:27][n:28][nH:29][cH:30]2)[cH:8][cH:9]1.[CH:31]1([Br:36])[CH2:32][CH2:33][CH2:34][CH2:35]1.[H-:37].[Na+:38].[O:39]=[CH:40][N:41]([CH3:42])[CH3:43]>>[CH:1]([CH3:2])([CH3:3])[c:4]1[cH:5][cH:6][c:7]([N:10]([C:11](=[O:12])[CH:13]2[CH2:14][CH2:15][CH2:16][c:17]3[cH:18][cH:19][c:20]([O:23][CH3:24])[cH:21][c:22]32)[CH2:25][c:26]2[cH:27][n:28]([CH:31]3[CH2:32][CH2:33][CH2:34][CH2:35]3)[n:29][cH:30]2)[cH:8][cH:9]1. The reactants are C(C)(C)(C)OC(=O)N[C@@H](CC1=CC=C(C=C1)OC(C)(C)C)C(=O)O (N-(tert-butoxycarbonyl)-(O-tert-butyl)-L-tyrosine), NC1=CC=CC=C1 (aniline), Example 1 ( 3 ). Product: C1(=CC=CC=C1)NC([C@@H](NC(=O)OC(C)(C)C)CC1=CC=C(C=C1)OC(C)(C)C)=O (Nα-(tert-butoxycarbonyl)-(O-tert-butyl)-L-tyrosine N-phenylamide). RXN SMILES: [C:1]([O:5][C:6]([NH:8][C@H:9]([C:22]([OH:24])=O)[CH2:10][C:11]1[CH:16]=[CH:15][C:14]([O:17][C:18]([CH3:21])([CH3:20])[CH3:19])=[CH:13][CH:12]=1)=[O:7])([CH3:4])([CH3:3])[CH3:2].[NH2:25][C:26]1[CH:31]=[CH:30][CH:29]=[CH:28][CH:27]=1>>[C:26]1([NH:25][C:22](=[O:24])[C@H:9]([CH2:10][C:11]2[CH:12]=[CH:13][C:14]([O:17][C:18]([CH3:20])([CH3:21])[CH3:19])=[CH:15][CH:16]=2)[NH:8][C:6]([O:5][C:1]([CH3:2])([CH3:3])[CH3:4])=[O:7])[CH:31]=[CH:30][CH:29]=[CH:28][CH:27]=1. Reported procedure: Using N-(tert-butoxycarbonyl)-(O-tert-butyl)-L-tyrosine and aniline, and in the same manner as in the method described in Example 1 (3), synthesis was performed. The reactants are O=C([O-])[O-], C=CCn1c(C)c(S(C)=O)c2ccnc(N3CCc4ccccc4C3)c21, CC(=O)O, Cl, [K+], [K+], OO. Yields the product C=CCn1c(C)c(S(C)(=O)=O)c2ccnc(N3CCc4ccccc4C3)c21, Cl. Reaction SMILES: [C:30]([O-:31])(=[O:32])[O-:33].[CH2:4]([CH:5]=[CH2:6])[n:7]1[c:8]([CH3:29])[c:9]([S:26](=[O:27])[CH3:28])[c:10]2[c:11]1[c:12]([N:16]1[CH2:17][c:18]3[cH:19][cH:20][cH:21][cH:22][c:23]3[CH2:24][CH2:25]1)[n:13][cH:14][cH:15]2.[CH3:36][C:37](=[O:38])[OH:39].[ClH:3].[K+:34].[K+:35].[OH:1][OH:2]>>[CH2:4]([CH:5]=[CH2:6])[n:7]1[c:8]([CH3:29])[c:9]([S:26](=[O:27])([CH3:28])=[O:31])[c:10]2[c:11]1[c:12]([N:16]1[CH2:17][c:18]3[cH:19][cH:20][cH:21][cH:22][c:23]3[CH2:24][CH2:25]1)[n:13][cH:14][cH:15]2.[ClH:3]. The reactants are N[C@@H]1CN2CCC1CC2 ((S)-(-)-3-Aminoquinuclidine), C(C)(=O)NC1=CC(=C(C(=O)Cl)C=C1Cl)OC (4-Acetamido-5-chloro-2-methoxybenzoyl chloride). Solvent: [OH-].[Na+] (sodium hydroxide), O1CCOCC1 (dioxane). Conditions: time 15 minute. The product is Cl.N12CC(C(CC1)CC2)NC(C2=C(C=C(C(=C2)Cl)NC(C)=O)OC)=O (N-(3-quinuclidinyl)-4-acetamido-5-chloro-2-methoxybenzamide hydrochloride). As a reaction SMILES: [NH2:1][C@H:2]1[CH:7]2[CH2:8][CH2:9][N:4]([CH2:5][CH2:6]2)[CH2:3]1.[C:10]([NH:13][C:14]1[C:22]([Cl:23])=[CH:21][C:17]([C:18]([Cl:20])=[O:19])=[C:16]([O:24][CH3:25])[CH:15]=1)(=[O:12])[CH3:11]>[OH-].[Na+].O1CCOCC1>[ClH:20].[N:4]12[CH2:9][CH2:8][CH:7]([CH2:6][CH2:5]1)[CH:2]([NH:1][C:18](=[O:19])[C:17]1[CH:21]=[C:22]([Cl:23])[C:14]([NH:13][C:10](=[O:12])[CH3:11])=[CH:15][C:16]=1[O:24][CH3:25])[CH2:3]2 |f:2.3,5.6|. Reported procedure: (S)-(-)-3-Aminoquinuclidine (1.9 g) is dissolved in 33.5 ml of 1N aqueous sodium hydroxide solution. 4-Acetamido-5-chloro-2-methoxybenzoyl chloride (3.75 g) dissolved in 70 ml of dioxane is added dropwise to this solution. After 15 minutes' stirring, the medium is acidified, washed with chloroform and alkalinized with concentrated aqueous sodium hydroxide solution, and the product extracted with chloroform. The organic phase is dried (over Na2SO4) and then evaporated. The oily residue is dissolv... Product: ClC=1C=CC2=C(C(=CCC=3N2C(=NN3)CCl)C3=C(C=CC=C3)F)C1 (8-chloro-1-(chloromethyl)-6-(2-fluorophenyl)-4H-s-triazolo[4,3-a][1]benzazepine). RXN SMILES: [Cl:1][C:2]1[CH:3]=[CH:4][C:5]2[N:11]=[C:10]([NH:12][NH2:13])[CH2:9][CH:8]=[C:7]([C:14]3[CH:19]=[CH:18][CH:17]=[CH:16][C:15]=3[F:20])[C:6]=2[CH:21]=1.[Cl:22][CH2:23][C:24](Cl)=O.C([O-])(=O)C.[Na+]>C(O)(=O)C>[Cl:1][C:2]1[CH:3]=[CH:4][C:5]2[N:11]3[C:24]([CH2:23][Cl:22])=[N:13][N:12]=[C:10]3[CH2:9][CH:8]=[C:7]([C:14]3[CH:19]=[CH:18][CH:17]=[CH:16][C:15]=3[F:20])[C:6]=2[CH:21]=1 |f:2.3|. Conditions: time 2 hour. The solvent is C(C)(=O)O (acetic acid). Starting materials: ClC=1C=CC2=C(C(=CCC(=N2)NN)C2=C(C=CC=C2)F)C1 (7-chloro-5-(2-fluorophenyl)-2-hydrazino-3H-1-benzazepine), ClCC(=O)Cl (chloroacetyl chloride), C(C)(=O)[O-].[Na+] (sodium acetate). Procedure details: A solution of 18.2 g of 7-chloro-5-(2-fluorophenyl)-2-hydrazino-3H-1-benzazepine in 220 ml of glacial acetic acid is treated dropwise at 15° with 5.1 ml of chloroacetyl chloride. The mixture is stirred at room temperature for a further 2 hours. The mixture is treated with 7.5 g of sodium acetate, stirred at room temperature for 2 hours. and at boiling under reflux for 20 minutes, then evaporated in vacuo and the residue is partitioned between chloroform and water. The organic phase is washed wit... Reactants: [N+](=O)([O-])C=1C=C(C=CC1)CC(C=O)C (3-(m-nitrophenyl)-2-methylpropionaldehyde), Cl (hydrochloric acid), C(=O)(O)C(C(C)=O)CC1=CC=CC=C1 (3-carboxy-4-phenyl-2-butanone), S(O)(O)(=O)=O (sulfuric acid). The reagents and catalysts are [Zn] (zinc). Product: NC=1C=C2C=C(CC2=CC1)C (5-amino-2-methylindene), CC1C(=CC2=CC=CC=C12)C(=O)O (1-methyl-2-carboxyindene). As a reaction SMILES: [N+:1]([C:4]1[CH:5]=[C:6]([CH2:10][CH:11]([CH3:14])[CH:12]=O)[CH:7]=[CH:8][CH:9]=1)([O-])=O.Cl.[C:16]([CH:19]([CH2:23][C:24]1[CH:29]=[CH:28][CH:27]=[CH:26][CH:25]=1)[C:20](=O)[CH3:21])([OH:18])=[O:17].S(=O)(=O)(O)O>[Zn]>[NH2:1][C:4]1[CH:5]=[C:6]2[C:7](=[CH:8][CH:9]=1)[CH2:12][C:11]([CH3:14])=[CH:10]2.[CH3:21][CH:20]1[C:29]2[C:24](=[CH:25][CH:26]=[CH:27][CH:28]=2)[CH:23]=[C:19]1[C:16]([OH:18])=[O:17]. Reported procedure: Similarly, 5-amino-2-methylindene was prepared from the reductive cyclization of 3-(m-nitrophenyl)-2-methylpropionaldehyde with zinc and hydrochloric acid at elevated temperatures. Miller W. v. and Kinkelin G. Ber. 1886, 19, 1249 and 1520; Miller, W. v. and Rohde, G. ibid 1889, 22, 1830-1843. The difunctional 3-carboxy-4-phenyl-2-butanone reacted with excess sulfuric acid to give an unspecified yield of 1-methyl-2-carboxyindene. Roser, W. Ber. 1887, 20, 1574-1576. Reactants: Cc1ccccc1, COc1cc(F)c(F)cc1-c1ccc(OCc2cccc(C(=O)O)c2)cc1, CN(C)C=O, O=S(Cl)Cl. Reaction SMILES: [CH3:28][c:29]1[cH:30][cH:31][cH:32][cH:33][cH:34]1.[F:1][c:2]1[cH:3][c:4]([O:26][CH3:27])[c:5](-[c:9]2[cH:10][cH:11][c:12]([O:15][CH2:16][c:17]3[cH:18][c:19]([C:20](=[O:21])[OH:22])[cH:23][cH:24][cH:25]3)[cH:13][cH:14]2)[cH:6][c:7]1[F:8].[O:39]=[CH:40][N:41]([CH3:42])[CH3:43].[S:35]([Cl:36])([Cl:37])=[O:38]>>[F:1][c:2]1[cH:3][c:4]([O:26][CH3:27])[c:5](-[c:9]2[cH:10][cH:11][c:12]([O:15][CH2:16][c:17]3[cH:18][c:19]([C:20](=[O:21])[Cl:37])[cH:23][cH:24][cH:25]3)[cH:13][cH:14]2)[cH:6][c:7]1[F:8]. Product: COc1cc(F)c(F)cc1-c1ccc(OCc2cccc(C(=O)Cl)c2)cc1.